This data is from the Open Reaction Database (ORD), a public repository of structured organic reaction records. The task is: describe an organic reaction: reactants, conditions, products, and yield Reactants: ClC=1C=CC2=C(C=C(O2)CC2N(CCN(C2)C)C(=O)C=2N=C(SC2C2=CC=C(C=C2)F)C)C1 (1-[2-(5-chloro-benzofuran-2-ylmethyl)-4-methyl-piperazin-1-yl]-1-[5-(4-fluoro-phenyl)-2-methyl-thiazol-4-yl]-methanone), C1=CC=C2C(=C1)C(=CC=C2S(=O)(=O)[O-])N/N=C\3/C4=C(C=C(C=C4)S(=O)(=O)[O-])C=C(C3=O)S(=O)(=O)[O-].[Na+].[Na+].[Na+] (E123). Product: ClC=1C=CC2=C(C=C(O2)CC2N(CCNC2)C(=O)C=2N=C(SC2C2=CC=C(C=C2)F)C)C1 ((RS)-1-[2-(5-Chloro-benzofuran-2-ylmethyl)-piperazin-1-yl]-1-[5-(4-fluoro-phenyl)-2-methyl-thiazol-4-yl]-methanone). RXN SMILES: [Cl:1][C:2]1[CH:3]=[CH:4][C:5]2[O:9][C:8]([CH2:10][CH:11]3[CH2:16][N:15](C)[CH2:14][CH2:13][N:12]3[C:18]([C:20]3[N:21]=[C:22]([CH3:32])[S:23][C:24]=3[C:25]3[CH:30]=[CH:29][C:28]([F:31])=[CH:27][CH:26]=3)=[O:19])=[CH:7][C:6]=2[CH:33]=1.C1C=C2C(N/N=C3/C4C=CC(S([O-])(=O)=O)=CC=4C=C(S([O-])(=O)=O)C/3=O)=CC=C(S([O-])(=O)=O)C2=CC=1.[Na+].[Na+].[Na+]>>[Cl:1][C:2]1[CH:3]=[CH:4][C:5]2[O:9][C:8]([CH2:10][CH:11]3[CH2:16][NH:15][CH2:14][CH2:13][N:12]3[C:18]([C:20]3[N:21]=[C:22]([CH3:32])[S:23][C:24]=3[C:25]3[CH:30]=[CH:29][C:28]([F:31])=[CH:27][CH:26]=3)=[O:19])=[CH:7][C:6]=2[CH:33]=1 |f:1.2.3.4|. Procedure details: The title compound was prepared from 1-[2-(5-chloro-benzofuran-2-ylmethyl)-4-methyl-piperazin-1-yl]-1-[5-(4-fluoro-phenyl)-2-methyl-thiazol-4-yl]-methanone, E123 (95 mg) by a procedure similar to that described for Example 85. Reactants: COc1ccc(CNc2cc([N+](=O)[O-])cc[n+]2[O-])cc1, ClC(Cl)Cl, ClP(Cl)Cl. Product: COc1ccc(CNc2cc([N+](=O)[O-])ccn2)cc1. RXN SMILES: [CH3:1][O:2][c:3]1[cH:4][cH:5][c:6]([CH2:7][NH:8][c:9]2[n+:10]([O-:18])[cH:11][cH:12][c:13]([N+:15](=[O:16])[O-:17])[cH:14]2)[cH:19][cH:20]1.[CH:25]([Cl:26])([Cl:27])[Cl:28].[Cl:21][P:22]([Cl:23])[Cl:24]>>[CH3:1][O:2][c:3]1[cH:4][cH:5][c:6]([CH2:7][NH:8][c:9]2[n:10][cH:11][cH:12][c:13]([N+:15](=[O:16])[O-:17])[cH:14]2)[cH:19][cH:20]1. Starting materials: COC(=O)CCC(C#N)(CCC(=O)OC)c1ccc(OC)c(OC)c1, CO, Cc1ccccc1, [H-], [Na+]. Yields the product COc1ccc(C2(C#N)CCC(=O)CC2)cc1OC. Reaction SMILES: [CH3:1][O:2][c:3]1[cH:4][c:5]([C:11]([CH2:12][CH2:13][C:16]([O:17][CH3:21])=[O:23])([CH2:18][CH2:19][C:20](=[O:15])[O:22][CH3:14])[C:24]#[N:25])[cH:6][cH:7][c:8]1[O:9][CH3:10].[CH3:28][OH:29].[CH3:30][c:31]1[cH:32][cH:33][cH:34][cH:35][cH:36]1.[H-:26].[Na+:27]>>[CH3:1][O:2][c:3]1[cH:4][c:5]([C:11]2([C:24]#[N:25])[CH2:12][CH2:13][C:20](=[O:22])[CH2:19][CH2:18]2)[cH:6][cH:7][c:8]1[O:9][CH3:10].